From a dataset of the Open Reaction Database (ORD), a public repository of structured organic reaction records. describe an organic reaction: reactants, conditions, products, and yield The reactants are CC(N)C(=O)OC(C)(C)C, CN1CCOCC1, C(=NC1CCCCC1)=NC1CCCCC1, ClCCl, Cl, C=CC(NC(=O)OC(C)(C)C)C(F)CCC(NC(=O)OC(C)(C)C)C(=O)O, O, On1nnc2ccccc21. Product: C=CC(NC(=O)OC(C)(C)C)C(F)CCC(NC(=O)OC(C)(C)C)C(=O)NC(C)C(=O)OC(C)(C)C. As a reaction SMILES: [C:54]([CH3:55])([CH3:56])([CH3:57])[O:58][C:59]([CH:60]([NH2:61])[CH3:62])=[O:63].[CH3:65][N:66]1[CH2:67][CH2:68][O:69][CH2:70][CH2:71]1.[CH:39]1([N:40]=[C:41]=[N:42][CH:43]2[CH2:44][CH2:45][CH2:46][CH2:47][CH2:48]2)[CH2:49][CH2:50][CH2:51][CH2:52][CH2:53]1.[Cl:72][CH2:73][Cl:74].[ClH:64].[F:1][CH:2]([CH2:3][CH2:4][CH:5]([C:6](=[O:7])[OH:8])[NH:9][C:10](=[O:11])[O:12][C:13]([CH3:14])([CH3:15])[CH3:16])[CH:17]([CH:18]=[CH2:19])[NH:20][C:21](=[O:22])[O:23][C:24]([CH3:25])([CH3:26])[CH3:27].[OH2:28].[OH:29][n:30]1[c:31]2[cH:32][cH:33][cH:34][cH:35][c:36]2[n:37][n:38]1>>[F:1][CH:2]([CH2:3][CH2:4][CH:5]([C:6](=[O:8])[NH:61][CH:60]([C:59]([O:58][C:54]([CH3:55])([CH3:56])[CH3:57])=[O:63])[CH3:62])[NH:9][C:10](=[O:11])[O:12][C:13]([CH3:14])([CH3:15])[CH3:16])[CH:17]([CH:18]=[CH2:19])[NH:20][C:21](=[O:22])[O:23][C:24]([CH3:25])([CH3:26])[CH3:27]. Starting materials: C(CCC)N1C=NC=C1 (1-n-butylimidazole), C(C(=O)O)(=O)O (oxalic acid). Solvent: CO (methanol), CO (methanol). Product: C(C(=O)O)(=O)O.C(CCC)N1C=NC=C1 (1-n-butylimidazole oxalate). Reaction SMILES: [CH2:1]([N:5]1[CH:9]=[CH:8][N:7]=[CH:6]1)[CH2:2][CH2:3][CH3:4].[C:10]([OH:15])(=[O:14])[C:11]([OH:13])=[O:12]>CO>[C:10]([OH:15])(=[O:14])[C:11]([OH:13])=[O:12].[CH2:1]([N:5]1[CH:9]=[CH:8][N:7]=[CH:6]1)[CH2:2][CH2:3][CH3:4] |f:3.4|. Reported procedure: To 1-n-butylimidazole (0.31 g; 0.0025 mole) in methanol (5 ml) was added oxalic acid (0.225 g; 0.0025 mole) in methanol (5 ml). After heating under reflux for 5 minutes the mixture was evaporated under reduced pressure to afford a white solid. Recrystallisation of the solid from ethanol/ether (1:4) afforded 1-n-butylimidazole oxalate as colourless needles, m.p. 82° to 83° C. (Found: C,50.2; H,6.5; N,13.05. Calc. for C9H14N2O4 :C,50.45; H,6.55; N,13.1%). RXN SMILES: [CH2:17]([CH:18]=[CH2:19])[Br:20].[CH3:21][N:22]([CH3:23])[CH:24]=[O:25].[Cl:1][c:2]1[cH:3][c:4]([CH:9]2[CH2:10][CH2:11][CH2:12][CH2:13][CH2:14]2)[c:5]([OH:8])[cH:6][cH:7]1.[H-:15].[Na+:16]>>[Cl:1][c:2]1[cH:3][c:4]([CH:9]2[CH2:10][CH2:11][CH2:12][CH2:13][CH2:14]2)[c:5]([O:8][CH2:19][CH:18]=[CH2:17])[cH:6][cH:7]1. Reactants: C=CCBr, CN(C)C=O, Oc1ccc(Cl)cc1C1CCCCC1, [H-], [Na+]. Yields the product C=CCOc1ccc(Cl)cc1C1CCCCC1. The reactants are C1(=CC=CC=C1)C.N(=NC(=O)OCC)C(=O)OCC (diethyl azodicarboxylate toluene), OC1=CC(=C(C=O)C=C1)OC (4-Hydroxy-2-methoxybenzaldehyde), ClC=1C=C(CO)C=CC1Cl (3,4-dichlorobenzyl alcohol), C1(=CC=CC=C1)P(C1=CC=CC=C1)C1=CC=CC=C1 (triphenylphosphine). Run in O1CCCC1 (tetrahydrofuran). Conditions: time 2 hour. Product: ClC=1C=C(COC2=CC(=C(C=O)C=C2)OC)C=CC1Cl (4-(3,4-Dichlorobenzyloxy)-2-methoxybenzaldehyde). Isolated yield 96.1%. As a reaction SMILES: [OH:1][C:2]1[CH:9]=[CH:8][C:5]([CH:6]=[O:7])=[C:4]([O:10][CH3:11])[CH:3]=1.[Cl:12][C:13]1[CH:14]=[C:15]([CH:18]=[CH:19][C:20]=1[Cl:21])[CH2:16]O.C1(P(C2C=CC=CC=2)C2C=CC=CC=2)C=CC=CC=1.C1(C)C=CC=CC=1.N(C(OCC)=O)=NC(OCC)=O>O1CCCC1>[Cl:12][C:13]1[CH:14]=[C:15]([CH:18]=[CH:19][C:20]=1[Cl:21])[CH2:16][O:1][C:2]1[CH:9]=[CH:8][C:5]([CH:6]=[O:7])=[C:4]([O:10][CH3:11])[CH:3]=1 |f:3.4|. Procedure: 4-Hydroxy-2-methoxybenzaldehyde (408 mg, 2.68 mmol), 3,4-dichlorobenzyl alcohol (665 mg, 3.76 mmol), and triphenylphosphine (980 mg, 3.74 mmol) were dissolved in tetrahydrofuran (8 mL), and a diethyl azodicarboxylate toluene solution (2.2 M, 1.71 mL, 3.76 mmol) was slowly added dropwise thereto at room temperature, and then, the resulting mixture was stirred under a nitrogen atmosphere at room temperature for 2 hours. The solvent in the reaction solution was distilled off under reduced pressure,... Starting materials: ON=Cc1c(Br)ccc2c1OCO2, ClCCN1CCCC1, Cl, [H-], [Na+], CN(C)C=O. Product: Brc1ccc2c(c1C=NOCCN1CCCC1)OCO2. RXN SMILES: [Br:1][c:2]1[c:3]([CH:11]=[N:12][OH:13])[c:4]2[c:5]([cH:9][cH:10]1)[O:6][CH2:7][O:8]2.[Cl:15][CH2:16][CH2:17][N:18]1[CH2:19][CH2:20][CH2:21][CH2:22]1.[ClH:14].[H-:24].[Na+:23].[O:25]=[CH:26][N:27]([CH3:28])[CH3:29]>>[Br:1][c:2]1[c:3]([CH:11]=[N:12][O:13][CH2:16][CH2:17][N:18]2[CH2:19][CH2:20][CH2:21][CH2:22]2)[c:4]2[c:5]([cH:9][cH:10]1)[O:6][CH2:7][O:8]2. Starting materials: C(#N)C1=C(CN2C(N(C3=NC=CC(=C32)N3C[C@@H](CCC3)N(C(O)=O)C)C)=O)C=CC=C1 ((R)-1-[1-(2-cyano-benzyl)-3-methyl-2-oxo-2,3-dihydro-1H-imidazo[4,5-b]pyridin-7-yl]piperidin-3-yl(methyl)carbamic acid), butyl ester, FC(C(=O)O)(F)F (trifluoroacetic acid). The product is FC(C(=O)O)(F)F.CN1C(N(C=2C1=NC=CC2N2C[C@@H](CCC2)NC)CC2=C(C#N)C=CC=C2)=O ((R)-2-[[3-methyl-7-[3-(methylamino)piperidin-1-yl]-2-oxo-2,3-dihydroimidazo[4,5-b]pyridin-1-yl]methyl]benzonitrile trifluoroacetate). The yield is 31.3%. Reaction SMILES: [C:1]([C:3]1[CH:31]=[CH:30][CH:29]=[CH:28][C:4]=1[CH2:5][N:6]1[C:14]2[C:9](=[N:10][CH:11]=[CH:12][C:13]=2[N:15]2[CH2:20][CH2:19][CH2:18][C@@H:17]([N:21](C)[C:22](=O)O)[CH2:16]2)[N:8]([CH3:26])[C:7]1=[O:27])#[N:2].[F:32][C:33]([F:38])([F:37])[C:34]([OH:36])=[O:35]>>[F:32][C:33]([F:38])([F:37])[C:34]([OH:36])=[O:35].[CH3:26][N:8]1[C:9]2=[N:10][CH:11]=[CH:12][C:13]([N:15]3[CH2:20][CH2:19][CH2:18][C@@H:17]([NH:21][CH3:22])[CH2:16]3)=[C:14]2[N:6]([CH2:5][C:4]2[CH:28]=[CH:29][CH:30]=[CH:31][C:3]=2[C:1]#[N:2])[C:7]1=[O:27] |f:2.3|. Reported procedure: The specific operation referred to the step (6) described in Example 1 for details. 247.5 mg (R)-1-[1-(2-cyano-benzyl)-3-methyl-2-oxo-2,3-dihydro-1H-imidazo[4,5-b]pyridin-7-yl]piperidin-3-yl(methyl)carbamic acid ter.-butyl ester (0.52 mmol) and 2 mL trifluoroacetic acid were charged to afford 80 mg titled product with a yield of 31.3%.